describe an organic reaction: reactants, conditions, products, and yield From a dataset of the Open Reaction Database (ORD), a public repository of structured organic reaction records. Starting materials: CC(C)(C)c1ccc(CO)c(O)c1, CCOC(C)=O, [H][H]. Product: Cc1ccc(C(C)(C)C)cc1O. As a reaction SMILES: [C:1]([CH3:2])([CH3:3])([CH3:4])[c:5]1[cH:6][cH:7][c:8]([CH2:12][OH:13])[c:9]([OH:11])[cH:10]1.[CH3:16][CH2:17][O:18][C:19](=[O:20])[CH3:21].[H:14][H:15]>>[C:1]([CH3:2])([CH3:3])([CH3:4])[c:5]1[cH:6][cH:7][c:8]([CH3:12])[c:9]([OH:11])[cH:10]1. Procedure: A mixture of 5-iodo-6-methyl uracil (22.18 mmol, 5.58 g) and powdered potassium carbonate (60 mmol, 8.29 g) in DMF (188 mL) was stirred for 24 h at room temperature and then methyl iodide (90.6 mmol, 3.33 mL) was added. The reaction mixture was stirred for another 76 h at room temperature and was poured into water (150 mL) and ethyl acetate (150 mL). The layers were separated and the aqueous layer was extracted with ethyl acetate (2×100 mL). The combined extracts were washed with brine solution ... The reactants are O (water), IC=1C(NC(NC1C)=O)=O (5-iodo-6-methyl uracil), C([O-])([O-])=O.[K+].[K+] (potassium carbonate), CI (methyl iodide). Yields the product IC=1C(N(C(N(C1C)C)=O)C)=O (5-iodo-1,3,6-trimethyl uracil). The solvent is C(C)(=O)OCC (ethyl acetate), CN(C)C=O (DMF). Reaction conditions: time 24 hour. Reaction SMILES: [I:1][C:2]1[C:3](=O)[NH:4][C:5](=[O:9])[NH:6][C:7]=1[CH3:8].[C:11](=[O:14])([O-])[O-].[K+].[K+].[CH3:17]I.O>CN(C=O)C.C(OCC)(=O)C>[I:1][C:2]1[C:11](=[O:14])[N:4]([CH3:3])[C:5](=[O:9])[N:6]([CH3:17])[C:7]=1[CH3:8] |f:1.2.3|. Isolated yield 93.4%. RXN SMILES: [F:1][c:2]1[cH:3][cH:4][c:5]([CH2:6][N:7]2[C:8](=[O:24])[N:9]([c:13]3[s:14][c:15]([C:19](=[O:20])[O:21][CH2:22][CH3:23])[c:16]([CH3:18])[n:17]3)[CH2:10][CH:11]2[CH3:12])[cH:25][cH:26]1.[F:27][c:28]1[cH:29][cH:30][c:31]([CH2:32][N:33]2[CH:34]([CH3:35])[CH2:36][N:37]([c:38]3[s:39][c:40]([C:41]([O:42][CH2:43][CH3:44])=[O:45])[c:46]([CH3:47])[n:48]3)[C:49]2=[O:50])[cH:51][cH:52]1>>[F:1][c:2]1[cH:3][cH:4][c:5]([CH2:6][N:7]2[C:8](=[O:24])[N:9]([c:13]3[s:14][c:15]([C:19](=[O:20])[OH:21])[c:16]([CH3:18])[n:17]3)[CH2:10][CH:11]2[CH3:12])[cH:25][cH:26]1. The reactants are CCOC(=O)c1sc(N2CC(C)N(Cc3ccc(F)cc3)C2=O)nc1C, CCOC(=O)c1sc(N2CC(C)N(Cc3ccc(F)cc3)C2=O)nc1C. Product: Cc1nc(N2CC(C)N(Cc3ccc(F)cc3)C2=O)sc1C(=O)O. The reactants are ClC1=C(C(=CC(=C1)N1C=NC=2C1=NC=CC2)Cl)CC(=O)O ((2,6-dichloro-4-imidazo[4,5-b]pyridin-3-yl-phenyl)-acetic acid), CN1CCN(CC1)CC1=C(C=C(C=C1)N)C(F)(F)F (4-(4-methyl-piperazin-1-ylmethyl)-3-trifluoromethyl-phenylamine). The solvent is C(Cl)Cl (CH2Cl2). Yields the product ClC1=C(C(=CC(=C1)N1C=NC=2C1=NC=CC2)Cl)CC(=O)NC2=CC(=C(C=C2)CN2CCN(CC2)C)C(F)(F)F (2-(2,6-Dichloro-4-imidazo[4,5-b]pyridin-3-yl-phenyl)-N-[4-(4-methyl-piperazin-1-ylmethyl)-3-trifluoromethyl-phenyl]-acetamide). RXN SMILES: [Cl:1][C:2]1[CH:7]=[C:6]([N:8]2[C:12]3=[N:13][CH:14]=[CH:15][CH:16]=[C:11]3[N:10]=[CH:9]2)[CH:5]=[C:4]([Cl:17])[C:3]=1[CH2:18][C:19]([OH:21])=O.[CH3:22][N:23]1[CH2:28][CH2:27][N:26]([CH2:29][C:30]2[CH:35]=[CH:34][C:33]([NH2:36])=[CH:32][C:31]=2[C:37]([F:40])([F:39])[F:38])[CH2:25][CH2:24]1>C(Cl)Cl>[Cl:1][C:2]1[CH:7]=[C:6]([N:8]2[C:12]3=[N:13][CH:14]=[CH:15][CH:16]=[C:11]3[N:10]=[CH:9]2)[CH:5]=[C:4]([Cl:17])[C:3]=1[CH2:18][C:19]([NH:36][C:33]1[CH:34]=[CH:35][C:30]([CH2:29][N:26]2[CH2:25][CH2:24][N:23]([CH3:22])[CH2:28][CH2:27]2)=[C:31]([C:37]([F:40])([F:39])[F:38])[CH:32]=1)=[O:21]. Procedure details: The title compound is prepared as described in Example 7 but using (2,6-dichloro-4-imidazo[4,5-b]pyridin-3-yl-phenyl)-acetic acid (Step 56.1) and 4-(4-methyl-piperazin-1-ylmethyl)-3-trifluoromethyl-phenylamine (WO 03/099771). Title compound: ES-MS: 576.8/578.9 [M+H]+; tR=3.72 min (System 1); Rf=0.17 (CH2Cl2/(2N NH3 in MeOH), 95:5). Starting materials: C(C)N1N=CC(=C1)C1=CN=C2C(=N1)C(=CN2COCC[Si](C)(C)C)C(=O)O (2-(1-ethyl-1H-pyrazol-4-yl)-5-((2-(trimethylsilyl)ethoxy)methyl)-5H-pyrrolo[3,2-b]pyrazine-7-carboxylic acid), N1CCC(CC1)C#N (piperidine-4-carbonitrile), C(=O)(OC(C)(C)C)N[C@H](C(C)(C)C)C(=O)O (Boc-D-tert-leucine), FC(C(=O)O)(F)F (Trifluoroacetic acid), N1CCCC1 (pyrrolidine), C(=O)(OC(C)(C)C)N[C@H](C)C(=O)O (Boc-D-alanine), C1(CC1)C=1N=C2C(=NC1)N(C=C2C(=O)O)COCC[Si](C)(C)C (2-cyclopropyl-5-(2-trimethylsilanyl-ethoxymethyl)-5H-pyrrolo[2,3-b]pyrazine-7-carboxylic acid). The product is C(#N)C1CCN(CC1)C([C@@H](C)NC(=O)C1=CNC2=NC=C(N=C21)C=2C=NN(C2)CC)=O (2-(1-Ethyl-1H-pyrazol-4-yl)-5H-pyrrolo[2,3-b]pyrazine-7-carboxylic acid [(R)-2-(4-cyano-piperidin-1-yl)-1-methyl-2-oxo-ethyl]-amide). As a reaction SMILES: [NH:1]1[CH2:6][CH2:5][CH:4]([C:7]#[N:8])[CH2:3][CH2:2]1.N1CCCC1.[C:14]([NH:21][C@@H:22]([C:24]([OH:26])=O)[CH3:23])([O:16]C(C)(C)C)=O.C(N[C@@H](C(O)=O)C(C)(C)C)(OC(C)(C)C)=O.[CH2:43]([N:45]1[CH:49]=[C:48]([C:50]2[N:55]=[C:54]3[C:56](C(O)=O)=[CH:57][N:58](COCC[Si](C)(C)C)[C:53]3=[N:52][CH:51]=2)[CH:47]=[N:46]1)[CH3:44].C1(C2N=C3C(C(O)=O)=CN(COCC[Si](C)(C)C)C3=NC=2)CC1.FC(F)(F)C(O)=O>>[C:7]([CH:4]1[CH2:5][CH2:6][N:1]([C:24](=[O:26])[C@H:22]([NH:21][C:14]([C:56]2[C:54]3[C:53](=[N:52][CH:51]=[C:50]([C:48]4[CH:47]=[N:46][N:45]([CH2:43][CH3:44])[CH:49]=4)[N:55]=3)[NH:58][CH:57]=2)=[O:16])[CH3:23])[CH2:2][CH2:3]1)#[N:8]. Reported procedure: Prepared according to the procedure outlined in Example 1 substituting piperidine-4-carbonitrile for pyrrolidine, Boc-D-alanine for Boc-D-tert-leucine, and 2-(1-ethyl-1H-pyrazol-4-yl)-5-((2-(trimethylsilyl)ethoxy)methyl)-5H-pyrrolo[3,2-b]pyrazine-7-carboxylic acid for 2-cyclopropyl-5-(2-trimethylsilanyl-ethoxymethyl)-5H-pyrrolo[2,3-b]pyrazine-7-carboxylic acid. Trifluoroacetic acid was used in place of hydrochloric acid for all N-Boc deprotection steps. MS: (M+H)+=421. Starting materials: ClC=1C=C(C=C(C1)F)N[C@@H](C(=O)N[C@H]1CN(CCC1)C(=O)OC(C)(C)C)C1CC1 ((R)-tert-butyl 3-((R)-2-(3-chloro-5-fluorophenylamino)-2-cyclopropylacetamido)piperidine-1-carboxylate), ClC1=CC(=NC=N1)N (6-chloropyrimidin-4-amine), C17H20Cl2N6O, ClC=1C=C(C=C(C1)Cl)NCC(=O)N[C@H]1CN(CCC1)C(=O)OC(C)(C)C ((R)-tert-butyl 3-(2-(3,5-dichlorophenylamino)acetamido)piperidine-1-carboxylate), NC1=NC=NC(=C1C#N)Cl (4-amino-6-chloropyrimidine-5-carbonitrile). The product is NC1=CC(=NC=N1)N1C[C@@H](CCC1)NC(CNC1=CC(=CC(=C1)Cl)Cl)=O ((R)—N-(1-(6-aminopyrimidin-4-yl)piperidin-3-yl)-2-(3,5-dichlorophenylamino)acetamide). RXN SMILES: ClC1C=C(N[C@H](C2CC2)C(N[C@@H]2CCCN(C(OC(C)(C)C)=O)C2)=O)C=C(F)C=1.[Cl:30][C:31]1[CH:32]=[C:33]([NH:38][CH2:39][C:40]([NH:42][C@@H:43]2[CH2:48][CH2:47][CH2:46][N:45]([C:49](OC(C)(C)C)=O)[CH2:44]2)=[O:41])[CH:34]=[C:35]([Cl:37])[CH:36]=1.[NH2:56][C:57]1[C:62](C#N)=C(Cl)[N:60]=[CH:59][N:58]=1.ClC1N=CN=C(N)C=1>>[NH2:56][C:57]1[N:58]=[CH:59][N:60]=[C:49]([N:45]2[CH2:46][CH2:47][CH2:48][C@@H:43]([NH:42][C:40](=[O:41])[CH2:39][NH:38][C:33]3[CH:34]=[C:35]([Cl:37])[CH:36]=[C:31]([Cl:30])[CH:32]=3)[CH2:44]2)[CH:62]=1. Reported procedure: The title compound of Example 145 was prepared in similar manner as described in Example 134 except the key intermediate (R)-tert-butyl 3-((R)-2-(3-chloro-5-fluorophenylamino)-2-cyclopropylacetamido)piperidine-1-carboxylate was replaced with (R)-tert-butyl 3-(2-(3,5-dichlorophenylamino)acetamido)piperidine-1-carboxylate and the 4-amino-6-chloropyrimidine-5-carbonitrile was substituted for 6-chloropyrimidin-4-amine. 1H NMR (400 MHz, DMSO-d6) δ 8.18 (s, 1H), 8.00 (d, J=7.28 Hz, 1H), 7.50 (br. s., ...